From a dataset of the Open Reaction Database (ORD), a public repository of structured organic reaction records. describe an organic reaction: reactants, conditions, products, and yield Reactants: C(CCCC)N1CC(CCC1)C1=CC(=CC=C1)OC (N-pentyl-3-(3-methoxyphenyl)piperidine), C(=O)=O (dry ice), B(Br)(Br)Br (BBr3), C(=O)([O-])[O-].[Na+].[Na+] (Na2CO3), Cl (HCl). Solvent: C(Cl)Cl (CH2Cl2). Run at time 1 hour. Yields the product Cl.C(CCCC)N1CC(CCC1)C1=CC(=CC=C1)O (N-pentyl-3-(3-hydroxyphenyl)piperidine hydrochloride). Yield: 29.0%. RXN SMILES: [CH2:1]([N:6]1[CH2:11][CH2:10][CH2:9][CH:8]([C:12]2[CH:17]=[CH:16][CH:15]=[C:14]([O:18]C)[CH:13]=2)[CH2:7]1)[CH2:2][CH2:3][CH2:4][CH3:5].C(=O)=O.B(Br)(Br)Br.C([O-])([O-])=O.[Na+].[Na+].[ClH:33]>C(Cl)Cl>[ClH:33].[CH2:1]([N:6]1[CH2:11][CH2:10][CH2:9][CH:8]([C:12]2[CH:17]=[CH:16][CH:15]=[C:14]([OH:18])[CH:13]=2)[CH2:7]1)[CH2:2][CH2:3][CH2:4][CH3:5] |f:3.4.5,8.9|. Procedure: N-pentyl-3-(3-methoxyphenyl)piperidine (1.3 g, 0.005 mol) in CH2Cl2 (20 ml) was cooled with dry ice and BBr3 (1.6 g, 0.006 mol) was added dropwise. The mixture was then held at -78° C. for 1 h and then allowed to reach r.t. overnight. The solution was made alkaline with aqueous Na2CO3, extracted with CH2Cl2 and the organic phase dried with Na2SO4. Evaporation of the solvent afforded an oily residue which was treated with HCl-saturated ethanol (5 ml). After evaporation of solvent, purification by...